This data is from the Open Reaction Database (ORD), a public repository of structured organic reaction records. The task is: describe an organic reaction: reactants, conditions, products, and yield The reactants are C(CCC)[SnH](CCCC)CCCC (tributyltin hydride), S=C1OC2C(C=3C(=NC(=C(N3)C3=CC=C(C=C3)C)C3=CC=C(C=C3)C)N(C2)C(=O)OC(C)(C)C)O1 (tert-Butyl 2-thioxo-7,8-di-p-tolyl-3a,4-dihydro-[1,3]dioxolo[4′,5′:4,5]pyrido[2,3-b]pyrazine-5(9bH)-carboxylate), C(CCC)[SnH](CCCC)CCCC (tributyltin hydride). Solvent: C1(=CC=CC=C1)C (toluene). Conditions: time 6 hour. The product is OC1CC=2C(=NC(=C(N2)C2=CC=C(C=C2)C)C2=CC=C(C=C2)C)N(C1)C(=O)OC(C)(C)C (tert-Butyl 7-hydroxy-2,3-di-p-tolyl-7,8-dihydropyrido[2,3-b]pyrazine-5(6H)-carboxylate). As a reaction SMILES: S=C1O[CH:5]2[C:6]3[C:7]([N:26]([C:28]([O:30][C:31]([CH3:34])([CH3:33])[CH3:32])=[O:29])[CH2:27][CH:4]2[O:3]1)=[N:8][C:9]([C:19]1[CH:24]=[CH:23][C:22]([CH3:25])=[CH:21][CH:20]=1)=[C:10]([C:12]1[CH:17]=[CH:16][C:15]([CH3:18])=[CH:14][CH:13]=1)[N:11]=3.C([SnH](CCCC)CCCC)CCC>C1(C)C=CC=CC=1>[OH:3][CH:4]1[CH2:27][N:26]([C:28]([O:30][C:31]([CH3:34])([CH3:33])[CH3:32])=[O:29])[C:7]2=[N:8][C:9]([C:19]3[CH:24]=[CH:23][C:22]([CH3:25])=[CH:21][CH:20]=3)=[C:10]([C:12]3[CH:17]=[CH:16][C:15]([CH3:18])=[CH:14][CH:13]=3)[N:11]=[C:6]2[CH2:5]1. Procedure: A suspension of tert-butyl 2-thioxo-7,8-di-p-tolyl-3a,4-dihydro-[1,3]dioxolo[41,51:4,5] pyrido[2,3-b]pyrazine-5(9bH)-carboxylate (step 3)(14 g, 28.6 mmol) in toluene (400 ml) was treated with tributyltin hydride (16.65 g, 57.2 mmol) and heated at reflux for 2 h. A further portion of tributyltin hydride (10 g) was added and refluxing continued for 6 h. The reaction mixture was left stirring over night at room temperature. The reaction mixture was evaporated to dryness and the iso-hexane (250 ml) ... Reactants: C(C)(C)(C)N=NC1(CCCCC1)N=C=S (1-t-butylazo-1-isothiocyanatocyclohexane), C(C)NCC (diethylamine), [N-]=C=S (isothiocyanate). Solvent: CCCCC (pentane), CCCCC (pentane). The product is C(C)(C)(C)N=NC1(CCCCC1)NC(=S)N(CC)CC (N-[1-(t-Butylazo)cyclohexyl]-N',N'-diethylthiourea). As a reaction SMILES: [C:1]([N:5]=[N:6][C:7]1([N:13]=[C:14]=[S:15])[CH2:12][CH2:11][CH2:10][CH2:9][CH2:8]1)([CH3:4])([CH3:3])[CH3:2].[CH2:16]([NH:18][CH2:19][CH3:20])[CH3:17].[N-]=C=S>CCCCC>[C:1]([N:5]=[N:6][C:7]1([NH:13][C:14]([N:18]([CH2:19][CH3:20])[CH2:16][CH3:17])=[S:15])[CH2:8][CH2:9][CH2:10][CH2:11][CH2:12]1)([CH3:4])([CH3:2])[CH3:3]. Reported procedure: To 9.12 grams (.0395 moles) of 1-t-butylazo-1-isothiocyanatocyclohexane cooled to 10° C. and stirred with a magnetic stirrer in a 50 ml erlenmeyer flask was added 2.89 grams (.0395 moles) of diethylamine. The reaction mixture was stirred for 3 hours at room temperature, adding pentane periodically to keep the viscosity low. The pentane was stripped from the reaction mixture to leave a yellow viscous oil weighing 11.4 grams (95% crude yield). The infrared spectrum of the product had a strong broa... Reaction SMILES: [C:1](Cl)(=[O:5])[C:2](Cl)=[O:3].[CH3:7][O:8][C:9]1[CH:10]=[C:11]2[C:15](=[CH:16][C:17]=1[O:18][CH3:19])[NH:14][C:13]([CH3:20])=[CH:12]2.[F:21][C:22]([F:37])([F:36])[C:23]1[CH:35]=[CH:34][C:26]([O:27][CH:28]2[CH2:33][CH2:32][NH:31][CH2:30][CH2:29]2)=[CH:25][CH:24]=1.C(=O)([O-])[O-].[K+].[K+]>O.C(Cl)(Cl)Cl.CCOCC>[CH3:7][O:8][C:9]1[CH:10]=[C:11]2[C:15](=[CH:16][C:17]=1[O:18][CH3:19])[NH:14][C:13]([CH3:20])=[C:12]2[C:1](=[O:5])[C:2]([N:31]1[CH2:30][CH2:29][CH:28]([O:27][C:26]2[CH:25]=[CH:24][C:23]([C:22]([F:21])([F:36])[F:37])=[CH:35][CH:34]=2)[CH2:33][CH2:32]1)=[O:3] |f:3.4.5|. Starting materials: 5,6-dimethoxy-2-methyl-indole 3-glyoxyloyl chloride, FC(C1=CC=C(OC2CCNCC2)C=C1)(F)F (4-(p-trifluoromethylphenoxy)piperidine), C([O-])([O-])=O.[K+].[K+] (potassium carbonate), C(C(=O)Cl)(=O)Cl (oxalyl chloride), COC=1C=C2C=C(NC2=CC1OC)C (5,6-dimethoxy-2-methylindole), 5,6-dimethoxy-2-methyl-indole 3-glyoxyloyl chloride. Yields the product COC=1C=C2C(=C(NC2=CC1OC)C)C(C(=O)N1CCC(CC1)OC1=CC=C(C=C1)C(F)(F)F)=O (1-(5,6-dimethoxy-2-methylindol-3-ylglyoxyloyl)-4-(p-trifluoromethylphenoxy)piperidine). Reaction conditions: time 10 minute. Procedure: 6.5 g of oxalyl chloride are added dropwise to a stirred solution of 8.8 g of 5,6-dimethoxy-2-methylindole in 160 ml. of ether at -10° C. After addition is complete, the mixture is stirred for 10 minutes and a bright orange precipitate of 5,6-dimethoxy-2-methyl-indole-3-glyoxyloyl chloride appears. The ether suspension of 5,6-dimethoxy-2-methyl-indole-3-glyoxyloyl chloride is added portion wise to a cooled stirring mixture of 12.3 g of 4-(p-trifluoromethylphenoxy)piperidine, 12.5 g of potassium ... The solvent is CCOCC (ether), C(Cl)(Cl)Cl (chloroform), CCOCC (ether), O (water). The reactants are C(C)(=O)C1=CC2=CC=CC=C2C=C1 (2-acetylnaphthalene), FC(C(C(C(=O)OCC)(F)F)(F)F)(F)F (ethyl heptafluorobutyrate). The product is FC(C(CC(=O)C1=CC2=CC=CC=C2C=C1)=O)(C(C(F)(F)F)(F)F)F (4,4,5,5,6,6,6-Heptafluoro-1-(2-naphthyl)-1,3-hexanedione). As a reaction SMILES: [C:1]([C:4]1[CH:13]=[CH:12][C:11]2[C:6](=[CH:7][CH:8]=[CH:9][CH:10]=2)[CH:5]=1)(=[O:3])[CH3:2].[F:14][C:15]([F:28])([F:27])[C:16]([F:26])([F:25])[C:17]([F:24])([F:23])[C:18](OCC)=[O:19]>>[F:23][C:17]([F:24])([C:16]([F:25])([F:26])[C:15]([F:14])([F:27])[F:28])[C:18](=[O:19])[CH2:2][C:1]([C:4]1[CH:13]=[CH:12][C:11]2[C:6](=[CH:7][CH:8]=[CH:9][CH:10]=2)[CH:5]=1)=[O:3]. Procedure: The compound was synthesized according to example 1 using 2-acetylnaphthalene and ethyl heptafluorobutyrate as starting materials. The product was crystallized from petroleum ether. 1H NMR (CDCl3): 6.76 (s, 1 H); 7.57-7.66 (m, 2H); 7.90 (bd, 1 H); 7.93-7.94 (m, 2H); 7.98 (bd, 1 H); 8.53 (s, 1H). IR (film): 1602 (C═O); 1232 (C—F). The product is BrC1=C(C=CC=C1F)[C@@H]1N=C(NC(=C1C(=O)OC)CBr)C=1SC=CN1 (methyl (4R)-4-(2-bromo-3-fluoro-phenyl)-6-(bromomethyl)-2-thiazol-2-yl-1,4-dihydropyrimidine-5-carboxylate). Reaction SMILES: [CH3:1][O:2][C:3]([C:5]1[C@H:6](C2C=CC(F)=CC=2Cl)[N:7]=[C:8]([C:13]2[S:14][CH:15]=[CH:16][N:17]=2)[NH:9][C:10]=1[CH2:11][Br:12])=[O:4].[Br:26][C:27]1[C:34]([F:35])=[CH:33][CH:32]=[CH:31][C:28]=1C=O>>[Br:26][C:27]1[C:34]([F:35])=[CH:33][CH:32]=[CH:31][C:28]=1[C@H:6]1[C:5]([C:3]([O:2][CH3:1])=[O:4])=[C:10]([CH2:11][Br:12])[NH:9][C:8]([C:13]2[S:14][CH:15]=[CH:16][N:17]=2)=[N:7]1. Reactants: COC(=O)C=1[C@@H](N=C(NC1CBr)C=1SC=CN1)C1=C(C=C(C=C1)F)Cl ((R)-6-bromomethyl-4-(2-chloro-4-fluoro-phenyl)-2-thiazol-2-yl-1,4-dihydro-pyrimidine-5-carboxylic acid methyl ester), BrC1=C(C=O)C=CC=C1F (2-bromo-3-fluorobenzaldehyde). Procedure: Methyl (4R)-4-(2-bromo-3-fluoro-phenyl)-6-(bromomethyl)-2-thiazol-2-yl-1,4-dihydropyrimidine-5-carboxylate 94a was prepared in analogy to compound C with procedures shown in Example 1 by using 2-bromo-3-fluorobenzaldehyde instead of 2-chloro-4-fluoro-benzaldehyde.